Dataset: the Open Reaction Database (ORD), a public repository of structured organic reaction records. Task: describe an organic reaction: reactants, conditions, products, and yield Reactants: C(CCC(=O)[O-])(=O)[O-].[NH4+].[NH4+] (ammonium succinate), CCCCCCCCN(CCCCCCCC)CCCCCCCC (tricaprylamine), solution, C(CCCCCCCCCCC)O (dodecanol). Product: C(CCC(=O)[O-])(=O)[O-].[NH4+].[NH4+] (ammonium succinate), C(CCC(=O)O)(=O)O (succinic acid), succinic acid ester. As a reaction SMILES: [C:1]([O-:8])(=[O:7])[CH2:2][CH2:3][C:4]([O-:6])=[O:5].[NH4+:9].[NH4+].CCCCCCCC[N:19](CCCCCCCC)CCCCCCCC.C(O)CCCCCCCCCCC>>[C:1]([O-:8])(=[O:7])[CH2:2][CH2:3][C:4]([O-:6])=[O:5].[NH4+:19].[NH4+:9].[C:1]([OH:8])(=[O:7])[CH2:2][CH2:3][C:4]([OH:6])=[O:5] |f:0.1.2,5.6.7|. Procedure: The procedure described in Example 1 was followed except that 20 g of a 25% solution of ammonium succinate was combined with 45 g tricaprylamine and 5 g dodecanol. The reaction mixture was heated for 1.5 hours at 120–125° C. and atmospheric pressure, resulting in a conversion of about 84% from ammonium succinate to a mixture of succinic acid and succinic acid ester.